Dataset: the Open Reaction Database (ORD), a public repository of structured organic reaction records. Task: describe an organic reaction: reactants, conditions, products, and yield Starting materials: C1(=CC=CC=C1)C1=NN(C(=C1C1=CC=CC=C1)C1=CC=CC=C1)CCCCCCSCC(=O)OC (methyl [[6-(3,4,5-triphenyl-lH-pyrazol-1 -yl)hexyl]thio]acetate), [OH-].[Na+] (sodium hydroxide). Solvent: CO (methanol). Yields the product C1(=CC=CC=C1)C1=NN(C(=C1C1=CC=CC=C1)C1=CC=CC=C1)CCCCCCSCC(=O)O ([[6-(3,4,5-triphenyl-lH-pyrazol-1-yl) hexyl]thio]acetic acid). Isolated yield 99.9%. RXN SMILES: [C:1]1([C:7]2[C:11]([C:12]3[CH:17]=[CH:16][CH:15]=[CH:14][CH:13]=3)=[C:10]([C:18]3[CH:23]=[CH:22][CH:21]=[CH:20][CH:19]=3)[N:9]([CH2:24][CH2:25][CH2:26][CH2:27][CH2:28][CH2:29][S:30][CH2:31][C:32]([O:34]C)=[O:33])[N:8]=2)[CH:6]=[CH:5][CH:4]=[CH:3][CH:2]=1.[OH-].[Na+]>CO>[C:1]1([C:7]2[C:11]([C:12]3[CH:17]=[CH:16][CH:15]=[CH:14][CH:13]=3)=[C:10]([C:18]3[CH:19]=[CH:20][CH:21]=[CH:22][CH:23]=3)[N:9]([CH2:24][CH2:25][CH2:26][CH2:27][CH2:28][CH2:29][S:30][CH2:31][C:32]([OH:34])=[O:33])[N:8]=2)[CH:2]=[CH:3][CH:4]=[CH:5][CH:6]=1 |f:1.2|. Procedure details: A mixture of methyl [[6-(3,4,5-triphenyl-lH-pyrazol-1 -yl)hexyl]thio]acetate (1.01 g, 2 mmol), 3 N sodium hydroxide solution (2.1 mL, 6 mmol) and methanol (125 mL) was heated at reflux for 20 minutes. The solvent was removed and the residue treated with lN hydrochloric acid solution. Extraction with dichloromethane (three times) followed by drying of the organic phase over sodium sulfate and concentration in vacuo afforded an oil that crystallized on standing to give [[6-(3,4,5-triphenyl-lH-pyra... Starting materials: NC1=C(C=C2C(C(N(C2=C1)C)=O)(C)C)F (6-amino-5-fluoro-1,3,3-trimethylindolin-2-one), C(C1=CC=NC=C1)(=O)O (isonicotinic acid). Product: FC=1C=C2C(C(N(C2=CC1NC(C1=CC=NC=C1)=O)C)=O)(C)C (N-(5-Fluoro-1,3,3-trimethyl-2-oxoindolin-6-yl)isonicotinamide). As a reaction SMILES: [NH2:1][C:2]1[CH:10]=[C:9]2[C:5]([C:6]([CH3:14])([CH3:13])[C:7](=[O:12])[N:8]2[CH3:11])=[CH:4][C:3]=1[F:15].[C:16](O)(=[O:23])[C:17]1[CH:22]=[CH:21][N:20]=[CH:19][CH:18]=1>>[F:15][C:3]1[CH:4]=[C:5]2[C:9](=[CH:10][C:2]=1[NH:1][C:16](=[O:23])[C:17]1[CH:22]=[CH:21][N:20]=[CH:19][CH:18]=1)[N:8]([CH3:11])[C:7](=[O:12])[C:6]2([CH3:13])[CH3:14]. Procedure: Prepared in analogy to example 17 from 6-amino-5-fluoro-1,3,3-trimethylindolin-2-one and isonicotinic acid. The title compound was obtained as white powder. The reactants are C(C1=CC=CC=C1)SC1CC(N1)=O (4-benzylthio-2-oxo-azetidine), [H-].[Na+] (NaH), C1(=CC=CC=C1)CCCCCCCCCOS(=O)(=O)C(F)(F)F (9-phenylnonyltriflate). Run in C1CCOC1 (THF). Product: C1(=CC=CC=C1)CCCCCCCCCN1C(CC1SCC1=CC=CC=C1)=O (1-(9-Phenylnonyl)-4-benzylthio-2-oxoazetidine). Isolated yield 68.0%. RXN SMILES: [CH2:1]([S:8][CH:9]1[NH:12][C:11](=[O:13])[CH2:10]1)[C:2]1[CH:7]=[CH:6][CH:5]=[CH:4][CH:3]=1.[H-].[Na+].[C:16]1([CH2:22][CH2:23][CH2:24][CH2:25][CH2:26][CH2:27][CH2:28][CH2:29][CH2:30]OS(C(F)(F)F)(=O)=O)[CH:21]=[CH:20][CH:19]=[CH:18][CH:17]=1>C1COCC1>[C:16]1([CH2:22][CH2:23][CH2:24][CH2:25][CH2:26][CH2:27][CH2:28][CH2:29][CH2:30][N:12]2[CH:9]([S:8][CH2:1][C:2]3[CH:3]=[CH:4][CH:5]=[CH:6][CH:7]=3)[CH2:10][C:11]2=[O:13])[CH:21]=[CH:20][CH:19]=[CH:18][CH:17]=1 |f:1.2|. Procedure: Treatment of 4-benzylthio-2-oxo-azetidine (1.35 g) in THF with NaH (0.18 g) followed by 9-phenylnonyltriflate (2.8 g) gave the title compound as a colourless oil, 1.9 g, 68% yield. 1H NMR δ (CDCl3) 1.2-1.7 (14H, m, 7×CH2), 2.60 (2H, t, J=8 Hz, CH2Ar), 2.8, 3.2 (each 2H, m, H3 +NCH2), 3.76 (2H, s, SCH2), 4.59 (1H, m, H4), 7.15-7.35 (10H, m, Ph--H)